From a dataset of the Open Reaction Database (ORD), a public repository of structured organic reaction records. describe an organic reaction: reactants, conditions, products, and yield The reactants are ClC=1C2=C(NC(C1C#N)=O)SC=C2 (4-chloro-6-oxo-6,7-dihydro-thieno[2,3-b]pyridine-5-carbonitrile), ( 50 ), N1(CCNCC1)C(=O)C=1SC=CC1 (piperazin-1-yl-thiophene-2-yl-methanone). Product: O=C1C(=C(C2=C(N1)SC=C2)N2CCN(CC2)C(=O)C=2SC=CC2)C#N (6-oxo-4-[4-(thiophene-2-carbonyl)-piperazin-1-yl]-6,7-dihydro-thieno[2,3-b]pyridine-5-carbonitrile). Reaction SMILES: Cl[C:2]1[C:3]2[CH:13]=[CH:12][S:11][C:4]=2[NH:5][C:6](=[O:10])[C:7]=1[C:8]#[N:9].[N:14]1([C:20]([C:22]2[S:23][CH:24]=[CH:25][CH:26]=2)=[O:21])[CH2:19][CH2:18][NH:17][CH2:16][CH2:15]1>>[O:10]=[C:6]1[NH:5][C:4]2[S:11][CH:12]=[CH:13][C:3]=2[C:2]([N:17]2[CH2:18][CH2:19][N:14]([C:20]([C:22]3[S:23][CH:24]=[CH:25][CH:26]=3)=[O:21])[CH2:15][CH2:16]2)=[C:7]1[C:8]#[N:9]. Procedure: To yield a compound of structure (III) with R2 as carbonitrile, R3 as thiophene, and R1 as defined above, the intermediate 4-chloro-6-oxo-6,7-dihydro-thieno[2,3-b]pyridine-5-carbonitrile, depicted by formula (50), was reacted with piperazin-1-yl-thiophene-2-yl-methanone to yield 6-oxo-4-[4-(thiophene-2-carbonyl)-piperazin-1-yl]-6,7-dihydro-thieno[2,3-b]pyridine-5-carbonitrile, depicted by formula (51). The compound of formula (51) was either reacted with an appropriate halide (R1—X) or boronic a... Reactants: [OH-].[Na+] (sodium hydroxide), C(=O)C1=CC(=CN1C)C(=O)OC (methyl 5-formyl-1-methyl-1H-pyrrole-3-carboxylate), Cl (hydrochloric acid). Solvent: CO (methanol). Product: C(=O)C1=CC(=CN1C)C(=O)O (5-formyl-1-methyl-1H-pyrrole-3-carboxylic acid). Yield: 87.3%. Reaction SMILES: [CH:1]([C:3]1[N:7]([CH3:8])[CH:6]=[C:5]([C:9]([O:11]C)=[O:10])[CH:4]=1)=[O:2].[OH-].[Na+].Cl>CO>[CH:1]([C:3]1[N:7]([CH3:8])[CH:6]=[C:5]([C:9]([OH:11])=[O:10])[CH:4]=1)=[O:2] |f:1.2|. Reported procedure: methyl 5-formyl-1-methyl-1H-pyrrole-3-carboxylate (0.5 g) dissolved in methanol (5 ml) was treated with 10% aqueous sodium hydroxide (5 ml) at 50° C. for 2 hours. Reaction cooled, acidified with 10% aqueous hydrochloric acid, and extracted with ethyl acetate. Ethyl acetate layer dried, and concentrated to give pure desired acid (0.4 g). Yields the product CS(=O)CCC1=CC2=C(OCO2)C=C1 (5-[2-(Methylsulfinyl)ethyl]-1,3-benzodioxole). Reported procedure: 3 g of 5-{2-(methylthio)ethyl}-1,3-benzodioxole was dissolved in 100 ml of chloroform. An equimolar amount of m-chloroperbenzoic acid was added to the solution under stirring under reflux with dry ice/alcohol to conduct the reaction for 1 h. 300 ml of chloroform and 300 ml of water were added thereto and then sodium carbonate was added to the mixture until the aqueous layer became alkaline. After separation of the layers, the chloroform layer was washed with water twice and dried over sodium sul... RXN SMILES: [CH3:1][S:2][CH2:3][CH2:4][C:5]1[CH:13]=[CH:12][C:8]2[O:9][CH2:10][O:11][C:7]=2[CH:6]=1.ClC1C=CC=C(C(OO)=[O:22])C=1.O.C(=O)([O-])[O-].[Na+].[Na+]>C(Cl)(Cl)Cl>[CH3:1][S:2]([CH2:3][CH2:4][C:5]1[CH:13]=[CH:12][C:8]2[O:9][CH2:10][O:11][C:7]=2[CH:6]=1)=[O:22] |f:3.4.5|. Reactants: O (water), C([O-])([O-])=O.[Na+].[Na+] (sodium carbonate), CSCCC1=CC2=C(OCO2)C=C1 (5-{2-(methylthio)ethyl}-1,3-benzodioxole), ClC1=CC(=CC=C1)C(=O)OO (m-chloroperbenzoic acid), dry ice alcohol. The solvent is C(Cl)(Cl)Cl (chloroform), C(Cl)(Cl)Cl (chloroform). Yields the product COc1c(O[Si](C)(C)C(C)(C)C)cc(F)c(F)c1C(=O)c1cnc(Cl)nc1Cl. RXN SMILES: [Br-:52].[C:1]([CH3:2])([CH3:3])([CH3:4])[Si:5]([O:6][c:7]1[c:8]([O:25][CH3:26])[c:9]([CH:15]([OH:16])[c:17]2[c:18]([Cl:24])[n:19][c:20]([Cl:23])[n:21][cH:22]2)[c:10]([F:14])[c:11]([F:13])[cH:12]1)([CH3:27])[CH3:28].[C:29](=[O:30])([OH:31])[O-:32].[CH2:48]([Cl:49])[Cl:50].[CH3:34][C:35]1([CH3:44])[N:36]([O:37])[C:38]([CH3:39])([CH3:40])[CH2:41][CH2:42][CH2:43]1.[CH3:53][CH2:54][CH2:55][CH2:56][N+:57]([CH2:58][CH2:59][CH2:60][CH3:61])([CH2:62][CH2:63][CH2:64][CH3:65])[CH2:66][CH2:67][CH2:68][CH3:69].[CH3:70][CH2:71][O:72][C:73](=[O:74])[CH3:75].[Cl:45][O-:46].[Na+:33].[Na+:47].[OH2:51]>>[C:1]([CH3:2])([CH3:3])([CH3:4])[Si:5]([O:6][c:7]1[c:8]([O:25][CH3:26])[c:9]([C:15](=[O:16])[c:17]2[c:18]([Cl:24])[n:19][c:20]([Cl:23])[n:21][cH:22]2)[c:10]([F:14])[c:11]([F:13])[cH:12]1)([CH3:27])[CH3:28]. Starting materials: [Br-], COc1c(O[Si](C)(C)C(C)(C)C)cc(F)c(F)c1C(O)c1cnc(Cl)nc1Cl, O=C([O-])O, ClCCl, CC1(C)CCCC(C)(C)N1O, CCCC[N+](CCCC)(CCCC)CCCC, CCOC(C)=O, [O-]Cl, [Na+], [Na+], O.